This data is from the Open Reaction Database (ORD), a public repository of structured organic reaction records. The task is: describe an organic reaction: reactants, conditions, products, and yield Procedure details: Working as described in Example 2 but replacing 2-(2-hydroxyethyl)-6,7-dimethoxy-1(2H)-phthalazinone with an equivalent amount of 2-(3-hydroxypropyl)-6,7-dimethoxy-1(2H)-phthalazinone obtained as described in Example 12, 2-(3- chloropropyl)-6,7-dimethoxy-1(2H)-phthalazinone is obtained (m.p. 185°-187° C., from chloroform/ethyl ether). Yields the product ClCCCN1C(C2=CC(=C(C=C2C=N1)OC)OC)=O (2-(3- chloropropyl)-6,7-dimethoxy-1(2H)-phthalazinone). Reactants: OCCN1C(C2=CC(=C(C=C2C=N1)OC)OC)=O (2-(2-hydroxyethyl)-6,7-dimethoxy-1(2H)-phthalazinone), C(Cl)(Cl)Cl.C(C)OCC (chloroform ethyl ether), OCCCN1C(C2=CC(=C(C=C2C=N1)OC)OC)=O (2-(3-hydroxypropyl)-6,7-dimethoxy-1(2H)-phthalazinone). Reaction SMILES: O[CH2:2][CH2:3][N:4]1[N:13]=[CH:12][C:11]2[C:6](=[CH:7][C:8]([O:16][CH3:17])=[C:9]([O:14][CH3:15])[CH:10]=2)[C:5]1=[O:18].OCCCN1N=CC2C(=CC(OC)=C(OC)C=2)C1=O.[CH:38](Cl)(Cl)[Cl:39].C(OCC)C>>[Cl:39][CH2:38][CH2:2][CH2:3][N:4]1[N:13]=[CH:12][C:11]2[C:6](=[CH:7][C:8]([O:16][CH3:17])=[C:9]([O:14][CH3:15])[CH:10]=2)[C:5]1=[O:18] |f:2.3|. Starting materials: COC(C)(C)C (methyl-tert-butylether), OC=1C(=C(C(=O)OC)C=CC1)CCC (methyl 3-hydroxy-2-propyl-benzoate), C(C1=CC=CC=C1)OC1=C(C=C(C(=C1)OCCCCl)CC)C1=CC=C(C=C1)F (1-benzyloxy-5-(3-chloropropoxy)-4-ethyl-2-(4-fluorophenyl)benzene), C([O-])([O-])=O.[K+].[K+] (potassium carbonate). The reagents and catalysts are CN(C1=CC=NC=C1)C (N,N-dimethylpyridin-4-amine). The solvent is O (water), CS(=O)C (dimethylsulfoxide). Reaction conditions: temperature 60 celsius, time 87 hour. The product is C(C1=CC=CC=C1)OC=1C(=CC(=C(OCCCOC=2C(=C(C(=O)OC)C=CC2)CCC)C1)CC)C1=CC=C(C=C1)F (Methyl 3-[3-[5-benzyloxy-2-ethyl-4-(4-fluorophenyl)phenoxy]propoxy]-2-propyl-benzoate). Isolated yield 107.3%. Reaction SMILES: [OH:1][C:2]1[C:3]([CH2:12][CH2:13][CH3:14])=[C:4]([CH:9]=[CH:10][CH:11]=1)[C:5]([O:7][CH3:8])=[O:6].[CH2:15]([O:22][C:23]1[CH:28]=[C:27]([O:29][CH2:30][CH2:31][CH2:32]Cl)[C:26]([CH2:34][CH3:35])=[CH:25][C:24]=1[C:36]1[CH:41]=[CH:40][C:39]([F:42])=[CH:38][CH:37]=1)[C:16]1[CH:21]=[CH:20][CH:19]=[CH:18][CH:17]=1.C(=O)([O-])[O-].[K+].[K+].COC(C)(C)C>CS(C)=O.CN(C)C1C=CN=CC=1.O>[CH2:15]([O:22][C:23]1[C:24]([C:36]2[CH:37]=[CH:38][C:39]([F:42])=[CH:40][CH:41]=2)=[CH:25][C:26]([CH2:34][CH3:35])=[C:27]([CH:28]=1)[O:29][CH2:30][CH2:31][CH2:32][O:1][C:2]1[C:3]([CH2:12][CH2:13][CH3:14])=[C:4]([CH:9]=[CH:10][CH:11]=1)[C:5]([O:7][CH3:8])=[O:6])[C:16]1[CH:17]=[CH:18][CH:19]=[CH:20][CH:21]=1 |f:2.3.4|. Procedure: To a solution of methyl 3-hydroxy-2-propyl-benzoate (40.0 g, 206 mmol) and 1-benzyloxy-5-(3-chloropropoxy)-4-ethyl-2-(4-fluorophenyl)benzene (prepared according to Org. Process Res. Dev. (2009), 13: 268-275) (82.15 g, 206 mmol) in dimethylsulfoxide (240 mL) add potassium carbonate (30.2 g, 219 mmol) and N,N-dimethylpyridin-4-amine (2.0 g, 16 mmol) in succession. Stir the suspension for 87 h at 60° C. and then allow it to cool. Dilute the mixture with water (600 mL) and with methyl-tert-butylethe... Reactants: C(C1=CC=CC=C1)N(CC(COC1=CC=C(C=C1)C=1SC=CN1)O)CCOC1=CC(=C(C=C1)O)C(N)=O (1-[N-benzyl-2-(3-carbamoyl-4-hydroxyphenoxy)-ethylamino]-3-[4-(thiazol-2-yl)-phenoxy]-2-propanol). Reagents/catalysts: [Pd] (palladium-on-carbon). Solvent: C(C)(=O)O (acetic acid), FC(C(=O)O)(F)F (trifluoroacetic acid). Product: C(N)(=O)C=1C=C(OCCNCC(COC2=CC=C(C=C2)C=2SC=CN2)O)C=CC1O (1-[2-(3-carbamoyl-4-hydroxyphenoxy)-ethylamino]-3-[4-(thiazol-2-yl)-phenoxy]-2-propanol). RXN SMILES: C([N:8]([CH2:25][CH2:26][O:27][C:28]1[CH:33]=[CH:32][C:31]([OH:34])=[C:30]([C:35](=[O:37])[NH2:36])[CH:29]=1)[CH2:9][CH:10]([OH:24])[CH2:11][O:12][C:13]1[CH:18]=[CH:17][C:16]([C:19]2[S:20][CH:21]=[CH:22][N:23]=2)=[CH:15][CH:14]=1)C1C=CC=CC=1>[Pd].C(O)(=O)C.FC(F)(F)C(O)=O>[C:35]([C:30]1[CH:29]=[C:28]([CH:33]=[CH:32][C:31]=1[OH:34])[O:27][CH2:26][CH2:25][NH:8][CH2:9][CH:10]([OH:24])[CH2:11][O:12][C:13]1[CH:14]=[CH:15][C:16]([C:19]2[S:20][CH:21]=[CH:22][N:23]=2)=[CH:17][CH:18]=1)(=[O:37])[NH2:36]. Procedure: After the addition of 0.69 g of palladium-on-carbon catalyst (10%), a solution of 3.0 g of crude 1-[N-benzyl-2-(3-carbamoyl-4-hydroxyphenoxy)-ethylamino]-3-[4-(thiazol-2-yl)-phenoxy]-2-propanol in a mixture of 30 ml of glacial acetic acid and 3 ml of trifluoroacetic acid is hydrogenated at 45° and normal pressure until the absorption of hydrogen has ceased. The suspension is filtered through a filter aid and the filtrate is freed of solvent; ice water is added to the residue, the pH is adjusted ... Starting materials: BrC=1C=NC=2N(C1)N=C(N2)C=O (6-bromo-[1,2,4]triazolo[1,5-a]pyrimidine-2-carbaldehyde), C1(CCCC1)C1(CC(CC(O1)=O)=O)CCC1=CC(=C(C=C1)O)CC (6-cyclopentyl-6-[2-(3-ethyl-4-hydroxyphenyl)ethyl]dihydro-2H-pyran-2,4(3H)-dione). Product: BrC=1C=NC=2N(C1)N=C(N2)CC=2C(OC(CC2O)(CCC2=CC(=C(C=C2)O)CC)C2CCCC2)=O (3-[(6-bromo [1,2,4]triazolo[1,5-a]pyrimidin-2-yl)methyl]-6-cyclopentyl-6-[2-(3-ethyl-4-hydroxyphenyl)ethyl]-4-hydroxy-5,6-dihydro-2H-pyran-2-one). As a reaction SMILES: [Br:1][C:2]1[CH:3]=[N:4][C:5]2[N:6]([N:8]=[C:9]([CH:11]=O)[N:10]=2)[CH:7]=1.[CH:13]1([C:18]2([CH2:26][CH2:27][C:28]3[CH:33]=[CH:32][C:31]([OH:34])=[C:30]([CH2:35][CH3:36])[CH:29]=3)[O:23][C:22](=[O:24])[CH2:21][C:20](=[O:25])[CH2:19]2)[CH2:17][CH2:16][CH2:15][CH2:14]1>>[Br:1][C:2]1[CH:3]=[N:4][C:5]2[N:6]([N:8]=[C:9]([CH2:11][C:21]3[C:22](=[O:24])[O:23][C:18]([CH:13]4[CH2:17][CH2:16][CH2:15][CH2:14]4)([CH2:26][CH2:27][C:28]4[CH:33]=[CH:32][C:31]([OH:34])=[C:30]([CH2:35][CH3:36])[CH:29]=4)[CH2:19][C:20]=3[OH:25])[N:10]=2)[CH:7]=1. Procedure details: The title compound was prepared analogously to Example A(224) where 6-bromo-[1,2,4]triazolo[1,5-a]pyrimidine-2-carbaldehyde was used in place of 6-methyl-[1,2,4]triazolo[1,5-a]pyrimidine-2-carbaldehyde and 6-cyclopentyl-6-[2-(3-ethyl-4-hydroxyphenyl)ethyl]dihydro-2H-pyran-2,4(3H)-dione was used in place of 6-cyclopentyl-6-{2-[4-hydroxy-3-(2,2,2-trifluoroethyl)phenyl]ethyl}dihydro-2H-pyran-2,4(3H)-dione in that example. 1H NMR (DMSO): δ 1.15 (t, J=7.54 Hz, 3H), 1.30–1.90 (brm, 8H), 2.00–2.40 (brm... Starting materials: CC(C)(C)OC(=O)N1CCC1CO, C1CCOC1, Oc1ccc(Cl)nc1, CCOC(=O)N=NC(=O)OCC, c1ccc(P(c2ccccc2)c2ccccc2)cc1. Yields the product CC(C)(C)OC(=O)N1CCC1COc1ccc(Cl)nc1. RXN SMILES: [C:1]([CH3:2])([CH3:3])([CH3:4])[O:5][C:6](=[O:7])[N:8]1[CH:9]([CH2:12][OH:13])[CH2:10][CH2:11]1.[CH2:53]1[O:54][CH2:55][CH2:56][CH2:57]1.[Cl:14][c:15]1[n:16][cH:17][c:18]([OH:21])[cH:19][cH:20]1.[O:41]=[C:42]([O:43][CH2:44][CH3:45])[N:46]=[N:47][C:48]([O:49][CH2:50][CH3:51])=[O:52].[c:22]1([P:23]([c:24]2[cH:25][cH:26][cH:27][cH:28][cH:29]2)[c:30]2[cH:31][cH:32][cH:33][cH:34][cH:35]2)[cH:36][cH:37][cH:38][cH:39][cH:40]1>>[C:1]([CH3:2])([CH3:3])([CH3:4])[O:5][C:6](=[O:7])[N:8]1[CH:9]([CH2:12][O:13][c:18]2[cH:17][n:16][c:15]([Cl:14])[cH:20][cH:19]2)[CH2:10][CH2:11]1.